This data is from the Open Reaction Database (ORD), a public repository of structured organic reaction records. The task is: describe an organic reaction: reactants, conditions, products, and yield Starting materials: C1(=CC=CC=C1)O (phenol), P(O)(O)(O)=O (phosphoric acid), OC1=CC2=CC=CC=C2C=C1O (2,3dihydroxynaphthalene), Cl (hydrochloric acid). Run in CC(=O)C (acetone). The product is OC1=C(C2=CC=CC=C2C=C1O)C=O (2,3-dihydroxynaphthalene-formaldehyde). Reaction SMILES: [C:1]1([OH:7])C=CC=CC=1.[OH:8][C:9]1[C:18]([OH:19])=[CH:17][C:16]2[C:11](=[CH:12][CH:13]=[CH:14][CH:15]=2)[CH:10]=1.Cl.P(=O)(O)(O)O>CC(C)=O>[OH:8][C:9]1[C:18]([OH:19])=[CH:17][C:16]2[C:11](=[CH:12][CH:13]=[CH:14][CH:15]=2)[C:10]=1[CH:1]=[O:7]. Procedure details: The procedure of Production Example 3 was repeated except that phenol was replaced with 2,3dihydroxynaphthalene, the 35% concentrated hydrochloric acid was replaced with 0.1 ml of phosphoric acid, and the reaction solution to be subjected to reflux was-added with 100 g of acetone and then was heated under reflux, to give a 2,3-dihydroxynaphthalene-formaldehyde condensate. Starting materials: O=C(O)c1ccc(C2CC2)c(OCC2CC2)n1, CC(C)(N)CCO. Yields the product CC(C)(CCO)NC(=O)c1ccc(C2CC2)c(OCC2CC2)n1. RXN SMILES: [CH:1]1([c:4]2[cH:5][cH:6][c:7]([C:15](=[O:16])[OH:17])[n:8][c:9]2[O:10][CH2:11][CH:12]2[CH2:13][CH2:14]2)[CH2:2][CH2:3]1.[NH2:18][C:19]([CH2:20][CH2:21][OH:22])([CH3:23])[CH3:24]>>[CH:1]1([c:4]2[cH:5][cH:6][c:7]([C:15](=[O:17])[NH:18][C:19]([CH2:20][CH2:21][OH:22])([CH3:23])[CH3:24])[n:8][c:9]2[O:10][CH2:11][CH:12]2[CH2:13][CH2:14]2)[CH2:2][CH2:3]1. Starting materials: COc1ccccc1N1CCN(CCO)CC1, CC(C)=O, OCCCCl, [I-], [K+]. Yields the product COc1ccccc1N1CCN(CCCO)CC1. Reaction SMILES: [CH3:1][O:2][c:3]1[c:4]([N:9]2[CH2:10][CH2:11][N:12]([CH2:15][CH2:16][OH:17])[CH2:13][CH2:14]2)[cH:5][cH:6][cH:7][cH:8]1.[CH3:25][C:26](=[O:27])[CH3:28].[Cl:18][CH2:19][CH2:20][CH2:21][OH:22].[I-:24].[K+:23]>>[CH3:1][O:2][c:3]1[c:4]([N:9]2[CH2:10][CH2:11][N:12]([CH2:15][CH2:16][CH2:21][OH:22])[CH2:13][CH2:14]2)[cH:5][cH:6][cH:7][cH:8]1. Reactants: OCC1(CC1)CO (1,1-dihydroxymethylcyclopropane), [H-].[Na+] (sodium hydride), O (water), O(C1=CC=CC=C1)C=1C=C(CBr)C=CC1 (3-phenoxybenzyl bromide). The reagents and catalysts are [I-].C(CCC)[N+](CCCC)(CCCC)CCCC (tetrabutylammonium iodide). Solvent: O1CCCC1 (tetrahydrofuran), O1CCCC1 (tetrahydrofuran), O1CCCC1 (tetrahydrofuran). Conditions: time 2 hour. Yields the product OCC1(CC1)COCC1=CC(=CC=C1)OC1=CC=CC=C1 (1-hydroxymethyl-1-(3-phenoxybenzyloxymethyl)cyclopropane). The yield is 40.5%. As a reaction SMILES: [OH:1][CH2:2][C:3]1([CH2:6][OH:7])[CH2:5][CH2:4]1.[H-].[Na+].[O:10]([C:17]1[CH:18]=[C:19]([CH:22]=[CH:23][CH:24]=1)[CH2:20]Br)[C:11]1[CH:16]=[CH:15][CH:14]=[CH:13][CH:12]=1.O>O1CCCC1.[I-].C([N+](CCCC)(CCCC)CCCC)CCC>[OH:1][CH2:2][C:3]1([CH2:6][O:7][CH2:20][C:19]2[CH:22]=[CH:23][CH:24]=[C:17]([O:10][C:11]3[CH:16]=[CH:15][CH:14]=[CH:13][CH:12]=3)[CH:18]=2)[CH2:5][CH2:4]1 |f:1.2,6.7|. Procedure: A solution of 1,1-dihydroxymethylcyclopropane (3 g) in tetrahydrofuran (20 cm3) was added dropwise to a suspension of sodium hydride (0.35 g) in tetrahydrofuran (30 cm3). After effervescence has ceased, tetrabutylammonium iodide (1 g) was added to the grey suspension followed by a solution of 3-phenoxybenzyl bromide (3.88 g) in tetrahydrofuran (15 cm3) at the ambient temperature and the mixture stirred for a further 2 hours. The mixture was poured into water and extracted with ethylacetate. The ... RXN SMILES: I[C:2]1[CH:10]=[CH:9][C:8]([S:11]([CH3:14])(=[O:13])=[O:12])=[CH:7][C:3]=1[C:4]([OH:6])=[O:5].[F:15][C:16]1[CH:17]=[C:18](B(O)O)[CH:19]=[CH:20][CH:21]=1>>[F:15][C:16]1[CH:21]=[C:20]([C:2]2[C:3]([C:4]([OH:6])=[O:5])=[CH:7][C:8]([S:11]([CH3:14])(=[O:13])=[O:12])=[CH:9][CH:10]=2)[CH:19]=[CH:18][CH:17]=1. Starting materials: IC1=C(C(=O)O)C=C(C=C1)S(=O)(=O)C (2-Iodo-5-methanesulfonyl-benzoic acid), FC=1C=C(C=CC1)B(O)O (3-fluorobenzeneboronic acid). Product: FC=1C=C(C=CC1)C=1C(=CC(=CC1)S(=O)(=O)C)C(=O)O (3′-Fluoro-4-methanesulfonyl-biphenyl-2-carboxylic acid). Procedure details: Prepared in analogy to Example B25 from 2-Iodo-5-methanesulfonyl-benzoic acid (example B19(b)) and 3-fluorobenzeneboronic acid. Yellow solid. MS (m/e): 293.2 ([M−H], 100%). Starting materials: CC(C)([O-])C.[K+] (potassium t-butoxide), C (CH4), O[C@](COS(=O)(=O)C1=CC=C(C=C1)C)(COC1=CC(=CC=C1)C1=NOC2=C1SC=C2)C (toluene-4-sulfonic acid (S)-2-hydroxy-2-methyl-3-(3-thieno[2,3-d]isoxazol-3-yl-phenoxy)-propyl ester). The solvent is O1CCCC1 (tetrahydrofuran). Run at temperature 0 celsius, time 1 hour. Yields the product CC1(OC1)COC=1C=C(C=CC1)C1=NOC2=C1SC=C2 (3-[3-(2-methyloxiranylmethoxy)phenyl]thieno[2,3-d]isoxazole). Yield: 86.8%. Reaction SMILES: CC(C)([O-])C.[K+].O[C@@:8]([CH3:37])([CH2:21][O:22][C:23]1[CH:28]=[CH:27][CH:26]=[C:25]([C:29]2[C:33]3[S:34][CH:35]=[CH:36][C:32]=3[O:31][N:30]=2)[CH:24]=1)[CH2:9][O:10]S(C1C=CC(C)=CC=1)(=O)=O.C>O1CCCC1>[CH3:37][C:8]1([CH2:21][O:22][C:23]2[CH:24]=[C:25]([C:29]3[C:33]4[S:34][CH:35]=[CH:36][C:32]=4[O:31][N:30]=3)[CH:26]=[CH:27][CH:28]=2)[CH2:9][O:10]1 |f:0.1|. Reported procedure: Add potassium t-butoxide (0.67 g, 0.006 mol) in small portions to a chilled (0° C.) stirred solution of toluene-4-sulfonic acid (S)-2-hydroxy-2-methyl-3-(3-thieno[2,3-d]isoxazol-3-yl-phenoxy)-propyl ester (2.45 g, 0.00533 mol) and tetrahydrofuran (40 mL). Stir one hour at 0° C. and partition between ethyl acetate and water. Separate the organic phase, dry (MgSO4), filter, and concentrate in vacuo. Recrystallize the residue from ether-hexane to give the title compound (1.33 g, 87% yield), m.p. 84... Starting materials: N1(CCCC1)C12C(C(=NO1)C1=C(C=CC=C1)Br)CCCC2 (2-(3a,4,5,6,7,7a-hexahydro-7a-pyrrolidino-1,2-benzisoxazol-3-yl)-bromobenzene), Cl (hydrochloric acid), [OH-].[K+] (potassium hydroxide). Solvent: CO (methanol). Yields the product O1N=C(C2=C1CCCC2)C2=C(C=CC=C2)Br (2-(4,5,6,7-tetrahydro-1,2-benzisoxazol-3-yl)-bromobenzene). Yield: 97.4%. Reaction SMILES: N1([C:6]23[CH2:21][CH2:20][CH2:19][CH2:18][CH:7]2[C:8]([C:11]2[CH:16]=[CH:15][CH:14]=[CH:13][C:12]=2[Br:17])=[N:9][O:10]3)CCCC1.Cl.[OH-].[K+]>CO>[O:10]1[C:6]2[CH2:21][CH2:20][CH2:19][CH2:18][C:7]=2[C:8]([C:11]2[CH:16]=[CH:15][CH:14]=[CH:13][C:12]=2[Br:17])=[N:9]1 |f:2.3|. Reported procedure: To a stirred solution of 5.8 g of 2-(3a,4,5,6,7,7a-hexahydro-7a-pyrrolidino-1,2-benzisoxazol-3-yl)-bromobenzene in 60 ml of methanol was added 100 ml of concentrated hydrochloric acid and the solution was refluxed for 20 min. The solution was cooled to room temperature and neutralised with 10M potassium hydroxide solution. The solution was extracted with 400 ml then 200 ml of methylene chloride and the combined organic layers were dried over sodium sulfate and evaporated to yield 4.5 g of 2-(4,5... Reactants: ClC1=NC2=CC=C(C(=C2C=C1)NC(CC1CCCCC1)=O)Cl (N-(2,6-dichloro-5-quinolinyl)-cyclohexaneacetamide), C(CCC)[Sn](C=C)(CCCC)CCCC (tributyl(vinyl)tin). The reagents and catalysts are Cl[Pd]([P](C1=CC=CC=C1)(C2=CC=CC=C2)C3=CC=CC=C3)([P](C4=CC=CC=C4)(C5=CC=CC=C5)C6=CC=CC=C6)Cl (dichlorobis(triphenylphosphine)palladium), C(C)(C)(C)C1=C(C(=CC(=C1)C)C(C)(C)C)O (2,6-di-tert-butyl-4-methylphenol). Run in CN(C=O)C (dimethylformamide). Run at temperature 80 celsius. The product is ClC=1C(=C2C=CC(=NC2=CC1)C=C)NC(CC1CCCCC1)=O (N-(6-Chloro-2-ethenyl-5-quinolinyl)-cyclohexaneacetamide). Yield: 61.5%. Reaction SMILES: Cl[C:2]1[CH:11]=[CH:10][C:9]2[C:4](=[CH:5][CH:6]=[C:7]([Cl:22])[C:8]=2[NH:12][C:13](=[O:21])[CH2:14][CH:15]2[CH2:20][CH2:19][CH2:18][CH2:17][CH2:16]2)[N:3]=1.[CH2:23]([Sn](CCCC)(CCCC)C=C)[CH2:24]CC>CN(C)C=O.Cl[Pd](Cl)([P](C1C=CC=CC=1)(C1C=CC=CC=1)C1C=CC=CC=1)[P](C1C=CC=CC=1)(C1C=CC=CC=1)C1C=CC=CC=1.C(C1C=C(C)C=C(C(C)(C)C)C=1O)(C)(C)C>[Cl:22][C:7]1[C:8]([NH:12][C:13](=[O:21])[CH2:14][CH:15]2[CH2:20][CH2:19][CH2:18][CH2:17][CH2:16]2)=[C:9]2[C:4](=[CH:5][CH:6]=1)[N:3]=[C:2]([CH:23]=[CH2:24])[CH:11]=[CH:10]2 |^1:45,64|. Procedure details: To a solution of N-(2,6-dichloro-5-quinolinyl)-cyclohexaneacetamide (Example 1(a)) (2 g) in dimethylformamide (6 mL) was added tributyl(vinyl)tin (3.63 g), 2,6-di-tert-butyl-4-methylphenol (50 mg) and dichlorobis(triphenylphosphine)palladium (0.25 g). The reaction was heated at 80° C. under nitrogen for 6 hours and then cooled to room temperature. The mixture was filtered through diatomaceous earth and poured into water and dichloromethane. The organic layer was separated and the aqueous was fur...